This data is from the Open Reaction Database (ORD), a public repository of structured organic reaction records. The task is: describe an organic reaction: reactants, conditions, products, and yield Starting materials: Br (HBr), [Si](C)(C)(C)C=[N+]=[N-] (TMSCHN2), C(#N)C1=CC=C(C=C1)C1CCN(CC1)C(=O)C=1C(=CC(=C(C(=O)Cl)C1)C1CCC1)C (5-(4-(4-cyanophenyl)piperidine-1-carbonyl)-2-cyclobutyl-4-methylbenzoyl chloride), C(#N)C1=CC=C(C=C1)C1CCN(CC1)C(=O)C=1C(=CC(=C(C(=O)Cl)C1)C1CCC1)C (5-(4-(4-cyanophenyl)piperidine-1-carbonyl)-2-cyclobutyl-4-methylbenzoyl chloride). Run in ClCCl (dichloromethane), ClCCl (dichloromethane), ClCCl (dichloromethane). Conditions: temperature 25 celsius, time 8 hour. The product is BrCC(=O)C=1C(=CC(=C(C(=O)N2CCC(CC2)C2=CC=C(C#N)C=C2)C1)C)C1CCC1 (4-(1-(5-(2-bromoacetyl)-4-cyclobutyl-2-methylbenzoyl)piperidin-4-yl)benzonitrile). Isolated yield 88.0%. Reaction SMILES: [Si](C=[N+]=[N-])(C)(C)[CH3:2].[C:8]([C:10]1[CH:15]=[CH:14][C:13]([CH:16]2[CH2:21][CH2:20][N:19]([C:22]([C:24]3[C:25]([CH3:37])=[CH:26][C:27]([CH:33]4[CH2:36][CH2:35][CH2:34]4)=[C:28]([CH:32]=3)[C:29](Cl)=[O:30])=[O:23])[CH2:18][CH2:17]2)=[CH:12][CH:11]=1)#[N:9].[BrH:38]>ClCCl>[Br:38][CH2:2][C:29]([C:28]1[C:27]([CH:33]2[CH2:36][CH2:35][CH2:34]2)=[CH:26][C:25]([CH3:37])=[C:24]([CH:32]=1)[C:22]([N:19]1[CH2:20][CH2:21][CH:16]([C:13]2[CH:14]=[CH:15][C:10]([C:8]#[N:9])=[CH:11][CH:12]=2)[CH2:17][CH2:18]1)=[O:23])=[O:30]. Reported procedure: To a solution of TMSCHN2 (2 M in hexane) (0.476 mL, 2.00 equiv) in dichloromethane (10 mL) under nitrogen at 0° C. was added dropwise a solution of 5-(4-(4-cyanophenyl)piperidine-1-carbonyl)-2-cyclobutyl-4-methylbenzoyl chloride (compound 235.1, 200 mg, 0.480 mmol, 1.00 equiv) in dichloromethane (3 mL). The resulting mixture was stirred overnight at 25° C. HBr (40%) (0.154 mL, 1.50 equiv) was then added dropwise at 0° C. and the mixture was stirred for another 2 h at 0° C., then diluted with 50 ... Reactants: CC(Br)c1ccccc1, CN(C)C=O, [H-], [Na+], COC(C1=CN(C)CS1)c1ccccc1C=NO. Yields the product COC(C1=CN(C)CS1)c1ccccc1C=NOC(C)c1ccccc1. RXN SMILES: [CH3:19][CH:20]([c:21]1[cH:22][cH:23][cH:24][cH:25][cH:26]1)[Br:27].[CH3:30][N:31]([CH3:32])[CH:33]=[O:34].[H-:28].[Na+:29].[OH:1][N:2]=[CH:3][c:4]1[c:5]([CH:6]([O:7][CH3:8])[C:9]2=[CH:10][N:11]([CH3:14])[CH2:12][S:13]2)[cH:15][cH:16][cH:17][cH:18]1>>[O:1]([N:2]=[CH:3][c:4]1[c:5]([CH:6]([O:7][CH3:8])[C:9]2=[CH:10][N:11]([CH3:14])[CH2:12][S:13]2)[cH:15][cH:16][cH:17][cH:18]1)[CH:20]([CH3:19])[c:21]1[cH:22][cH:23][cH:24][cH:25][cH:26]1. The reactants are C1(CCCCC1)N (cyclohexylamine), CC(=O)C (aceton), [SH2]=N.C1(=CC=CC=C1)NC(=O)C1=C(C(=O)O)C=CC=C1 (phenylcarbamoyl-benzoic acid sulfimide), CC(=O)C (aceton). Solvent: O (water). The product is C1(=CC=CC=C1)NC(=O)NC1CCCCC1 (1-phenyl-3-cyclohexylurea). The yield is 88.7%. RXN SMILES: [CH:1]1([NH2:7])[CH2:6][CH2:5][CH2:4][CH2:3][CH2:2]1.CC(C)=O.[SH2]=N.[C:14]1([NH:20][C:21](C2C=CC=CC=2C(O)=O)=[O:22])[CH:19]=[CH:18][CH:17]=[CH:16][CH:15]=1>O>[C:1]1([NH:7][C:21]([NH:20][CH:14]2[CH2:19][CH2:18][CH2:17][CH2:16][CH2:15]2)=[O:22])[CH:6]=[CH:5][CH:4]=[CH:3][CH:2]=1 |f:2.3|. Reported procedure: A mixture of 1.0 g cyclohexylamine and 5 ml aceton was added dropwise to a suspension of 1.5 g phenylcarbamoyl-benzoic acid sulfimide with 20 ml aceton, under stirring. The reaction mixture was stirred for 80 minutes at room temperature, then diluted with 150 ml water. The precipitated solid product was cooled, filtered, washed with water and dried. 1.0 g 1-phenyl-3-cyclohexylurea was obtained with a melting point of from 182° to 184° C. The reactants are ClC=1C=C(C=CC1Cl)NC(NC=1SC=C(N1)C(C(=O)OCC)=O)=O (ethyl 2-[3-(3,4-dichlorophenyl)ureido]thiazol-4-ylglyoxylate), S1C(=S)N(C(=O)C1)CC(=O)O (rhodanine-3-acetic acid), [Cl-].[NH4+] (ammonium chloride), N (ammonia). Solvent: C(C)O (ethanol). Yields the product O.ClC=1C=C(C=CC1Cl)NC(NC=1SC=C(N1)C(C(=O)OCC)=C1C(N(C(S1)=S)CC(=O)O)=O)=O.ClC=1C=C(C=CC1Cl)NC(NC=1SC=C(N1)C(C(=O)OCC)=C1C(N(C(S1)=S)CC(=O)O)=O)=O (5-{1-[2-[3-(3,4-Dichlorophenyl)ureido]thiazol-4-yl]-1-ethoxycarbonylmethylene}rhodanine-3-acetic acid hemihydrate). RXN SMILES: [Cl:1][C:2]1[CH:3]=[C:4]([NH:9][C:10](=[O:24])[NH:11][C:12]2[S:13][CH:14]=[C:15]([C:17](=O)[C:18]([O:20][CH2:21][CH3:22])=[O:19])[N:16]=2)[CH:5]=[CH:6][C:7]=1[Cl:8].[S:25]1[CH2:31][C:29](=[O:30])[N:28]([CH2:32][C:33]([OH:35])=[O:34])[C:26]1=[S:27].[Cl-].[NH4+].N>C(O)C>[OH2:19].[Cl:1][C:2]1[CH:3]=[C:4]([NH:9][C:10](=[O:24])[NH:11][C:12]2[S:13][CH:14]=[C:15]([C:17](=[C:31]3[S:25][C:26](=[S:27])[N:28]([CH2:32][C:33]([OH:35])=[O:34])[C:29]3=[O:30])[C:18]([O:20][CH2:21][CH3:22])=[O:19])[N:16]=2)[CH:5]=[CH:6][C:7]=1[Cl:8].[Cl:1][C:2]1[CH:3]=[C:4]([NH:9][C:10](=[O:24])[NH:11][C:12]2[S:13][CH:14]=[C:15]([C:17](=[C:31]3[S:25][C:26](=[S:27])[N:28]([CH2:32][C:33]([OH:35])=[O:34])[C:29]3=[O:30])[C:18]([O:20][CH2:21][CH3:22])=[O:19])[N:16]=2)[CH:5]=[CH:6][C:7]=1[Cl:8] |f:2.3,6.7.8|. Reported procedure: Following a procedure similar to that described in Example 1, the desired compound was prepared from 3.9 g of ethyl 2-[3-(3,4-dichlorophenyl)ureido]thiazol-4-ylglyoxylate, 1.9 g of rhodanine-3-acetic acid, 1 g of ammonium chloride, 1 ml of 28% v/v aqueous ammonia and 60 ml of ethanol. The resulting product was a yellow powder having the following physical properties.